From a dataset of the Open Reaction Database (ORD), a public repository of structured organic reaction records. describe an organic reaction: reactants, conditions, products, and yield Starting materials: ClC1OC(COCc2ccccc2)C(OCc2ccccc2)C1OCc1ccccc1, CC#N, CCOC(C)=O, O=[N+]([O-])c1cc2nc(Cl)[nH]c2cc1[N+](=O)[O-]. The product is O=[N+]([O-])c1cc2nc(Cl)n(C3OC(COCc4ccccc4)C(OCc4ccccc4)C3OCc3ccccc3)c2cc1[N+](=O)[O-]. RXN SMILES: [CH2:17]([c:18]1[cH:19][cH:20][cH:21][cH:22][cH:23]1)[O:24][CH:25]1[CH:26]([Cl:47])[O:27][CH:28]([CH2:38][O:39][CH2:40][c:41]2[cH:42][cH:43][cH:44][cH:45][cH:46]2)[CH:29]1[O:30][CH2:31][c:32]1[cH:33][cH:34][cH:35][cH:36][cH:37]1.[CH3:48][C:49]#[N:50].[CH3:51][CH2:52][O:53][C:54]([CH3:55])=[O:56].[Cl:1][c:2]1[nH:3][c:4]2[c:5]([n:6]1)[cH:7][c:8]([N+:14](=[O:15])[O-:16])[c:9]([N+:11](=[O:12])[O-:13])[cH:10]2>>[Cl:1][c:2]1[n:3]([CH:26]2[CH:25]([O:24][CH2:17][c:18]3[cH:19][cH:20][cH:21][cH:22][cH:23]3)[CH:29]([O:30][CH2:31][c:32]3[cH:33][cH:34][cH:35][cH:36][cH:37]3)[CH:28]([CH2:38][O:39][CH2:40][c:41]3[cH:42][cH:43][cH:44][cH:45][cH:46]3)[O:27]2)[c:4]2[c:5]([n:6]1)[cH:7][c:8]([N+:14](=[O:15])[O-:16])[c:9]([N+:11](=[O:12])[O-:13])[cH:10]2. Starting materials: ClC1=CC=C(C=C1)C(C=1C=CC(=NC1)C(=O)O)C1=CC=C(C=C1)Cl (5-[bis-(4-chlorophenyl) methyl]-picolinic acid), N1CCNCC1 (piperazine), CCOCC (ether). Run in CO (methanol). Product: N1CCNCC1.ClC1=CC=C(C=C1)C(C=1C=CC(=NC1)C(=O)O)C1=CC=C(C=C1)Cl (5-[Bis-(4-Chlorophenyl)-Methyl]-Picolinic Acid Piperazine Salt). RXN SMILES: [Cl:1][C:2]1[CH:7]=[CH:6][C:5]([CH:8]([C:18]2[CH:23]=[CH:22][C:21]([Cl:24])=[CH:20][CH:19]=2)[C:9]2[CH:10]=[CH:11][C:12]([C:15]([OH:17])=[O:16])=[N:13][CH:14]=2)=[CH:4][CH:3]=1.[NH:25]1[CH2:30][CH2:29][NH:28][CH2:27][CH2:26]1.CCOCC>CO>[NH:25]1[CH2:30][CH2:29][NH:28][CH2:27][CH2:26]1.[Cl:24][C:21]1[CH:20]=[CH:19][C:18]([CH:8]([C:5]2[CH:6]=[CH:7][C:2]([Cl:1])=[CH:3][CH:4]=2)[C:9]2[CH:10]=[CH:11][C:12]([C:15]([OH:17])=[O:16])=[N:13][CH:14]=2)=[CH:23][CH:22]=1 |f:4.5|. Procedure: Combine 19.8 g. (0.055 mole) of 5-[bis-(4-chlorophenyl) methyl]-picolinic acid with 4.7 g. of piperazine in hot methanol. Add 5 volumes of ether and collect the precipitate by filtration. Recrystallize the precipitate from ethanol to obtain thereby the product of this example, m.p. 240°-255° C. The reactants are O=C1C(SCCC1)C(=O)OCC (ethyl 3-oxotetrahydrothiopyran-2-carboxylate), [Na] (sodium), NC=1N=C(C2=C(N1)CCCS2)Cl (2-amino-4-chloro-7,8-dihydro-6H-thiopyrano[3,2-d]pyrimidine), O (water). Solvent: C(C)O (ethanol), C(C)(=O)O (acetic acid). Yields the product NC=1N=C(C2=C(N1)CCCS2)O (2-amino-4-hydroxy-7,8-dihydro-6H-thiopyrano[3,2-d]pyrimidine). RXN SMILES: [NH2:1][C:2]1[N:3]=[C:4](Cl)[C:5]2[S:11][CH2:10][CH2:9][CH2:8][C:6]=2[N:7]=1.[O:13]=C1CCCSC1C(OCC)=O.[Na].O>C(O)C.C(O)(=O)C>[NH2:1][C:2]1[N:3]=[C:4]([OH:13])[C:5]2[S:11][CH2:10][CH2:9][CH2:8][C:6]=2[N:7]=1 |^1:24|. Reported procedure: The starting material, 2-amino-4-chloro-7,8-dihydro-6H-thiopyrano[3,2-d]pyrimidine, was prepared in the following manner. 56.4 g of ethyl 3-oxotetrahydrothiopyran-2-carboxylate was added to a solution of 6.9 g of sodium metal in 300 ml of ethanol at room temperature while stirring. After stirring overnight, water was added to the mixture, and the mixture was rendered acidic with acetic acid. The precipitated crystals were filtered, washed with water and then with a small amount of isopropyl alco...